describe an organic reaction: reactants, conditions, products, and yield From a dataset of the Open Reaction Database (ORD), a public repository of structured organic reaction records. The reactants are C12(CC3CC(CC(C1)C3)C2)CC(=O)O (1-adamantaneacetic acid), Cl.CN(CCCN=C=NCC)C (1-(3-dimethylaminopropyl)-3-ethylcarbodiimide hydrochloride), NC=1C=C2C(=C(NC2=CC1)C)C (5-amino-2,3-dimethylindole). The reagents and catalysts are CN(C1=CC=NC=C1)C (4-dimethylaminopyridine). Solvent: ClCCl (dichloromethane). Reaction conditions: time 8 hour. Yields the product CC=1NC2=CC=C(C=C2C1C)NC(CC12CC3CC(CC(C1)C3)C2)=O (N-(2,3-Dimethyl-5-indolyl)-tricyclo[3.3.1.13,7]decane-1-acetamide). Reaction SMILES: [C:1]12([CH2:11][C:12]([OH:14])=O)[CH2:10][CH:5]3[CH2:6][CH:7]([CH2:9][CH:3]([CH2:4]3)[CH2:2]1)[CH2:8]2.Cl.CN(C)CCCN=C=NCC.[NH2:27][C:28]1[CH:29]=[C:30]2[C:34](=[CH:35][CH:36]=1)[NH:33][C:32]([CH3:37])=[C:31]2[CH3:38]>ClCCl.CN(C)C1C=CN=CC=1>[CH3:37][C:32]1[NH:33][C:34]2[C:30]([C:31]=1[CH3:38])=[CH:29][C:28]([NH:27][C:12](=[O:14])[CH2:11][C:1]13[CH2:2][CH:3]4[CH2:9][CH:7]([CH2:6][CH:5]([CH2:4]4)[CH2:10]1)[CH2:8]3)=[CH:36][CH:35]=2 |f:1.2|. Procedure: To a solution of 1-adamantaneacetic acid (0.30 g) in dichloromethane (10 ml) were added 4-dimethylaminopyridine (0.19 g) and 1-(3-dimethylaminopropyl)-3-ethylcarbodiimide hydrochloride (0.30 g). The reaction mixture was stirred for 0.5 hour before addition of 5-amino-2,3-dimethylindole (0.25 g). Stirring was then continued overnight at ambient temperature. The next day the reaction mixture was washed with dilute hydrochloric acid, water and brine, dried over sodium sulphate (Na2SO4) and finally ... The reactants are CC1=C(C(=NN1)C1=CC=NC=C1)C(=O)OCC (ethyl 5-methyl-3-(pyridin-4-yl)-1H-pyrazole-4-carboxylate), [OH-].[Na+] (sodium hydroxide), O (water). The solvent is C(C)O (ethanol). Yields the product CC1=C(C(=NN1)C1=CC=NC=C1)C(=O)O (5-methyl-3-(pyridin-4-yl)-1H-pyrazole-4-carboxylic acid). The yield is 88.1%. Reaction SMILES: [CH3:1][C:2]1[NH:6][N:5]=[C:4]([C:7]2[CH:12]=[CH:11][N:10]=[CH:9][CH:8]=2)[C:3]=1[C:13]([O:15]CC)=[O:14].[OH-].[Na+].O>C(O)C>[CH3:1][C:2]1[NH:6][N:5]=[C:4]([C:7]2[CH:8]=[CH:9][N:10]=[CH:11][CH:12]=2)[C:3]=1[C:13]([OH:15])=[O:14] |f:1.2|. Procedure: To a solution of ethyl 5-methyl-3-(pyridin-4-yl)-1H-pyrazole-4-carboxylate (3.1 g) in ethanol (20 mL) were added sodium hydroxide (8.0 g) and water (10 mL), and the mixture was heated under reflux overnight. The solvent was evaporated under reduced pressure, the pH of the mixture was adjusted to with 2 N hydrochloric acid, and mixture was concentrated under reduced pressure. The obtained solid was collected by filtration and washed with water to give the title compound (2.4 g). The reactants are C(C=C)(=O)OCC (ethyl acrylate), C(CCCCCCCCCCC)OOCCCCCCCCCCCC (laurylperoxide), C(CCCCCCCCCCC)S (laurylmercaptan), C(C=C)#N (acrylonitrile), C(C=C)(=O)O (acrylic acid), C(CCC)OOC(C1=CC=CC=C1)=O (butylperbenzoate). The solvent is C=1(C(=CC=CC1)C)C (xylene), C=1(C(=CC=CC1)C)C (xylene). Run at time 3 hour. The product is C(C)OC(C=C)=O.C(C=C)(=O)O.C(C=C)#N (ethylacrylate acrylic acid acrylonitrile). As a reaction SMILES: [C:1]([O:5][CH2:6][CH3:7])(=[O:4])[CH:2]=[CH2:3].[C:8](#[N:11])[CH:9]=[CH2:10].[C:12]([OH:16])(=[O:15])[CH:13]=[CH2:14].C(S)CCCCCCCCCCC.C(OOCCCCCCCCCCCC)CCCCCCCCCCC.C(OOC(=O)C1C=CC=CC=1)CCC>C1(C)C(C)=CC=CC=1>[CH2:6]([O:5][C:1](=[O:4])[CH:2]=[CH2:3])[CH3:7].[C:12]([OH:16])(=[O:15])[CH:13]=[CH2:14].[C:8](#[N:11])[CH:9]=[CH2:10] |f:7.8.9|. Procedure: this polymer material was produced by adding to 320 g xylene at 100° C. the monomer solution and a catalyst solution over a period of 3 hours. The monomer solution contained 2.900 g ethyl acrylate, 76 g acrylonitrile, 76 g acrylic acid and 3 g laurylmercaptan. The catalyst solution contained 26 g laurylperoxide and 7 g butylperbenzoate in 273 g of xylene. The material was highly viscous with comonomer proportions of 95:2.5:2.5. Reactants: BrC1=C(OC=2C=C(C(=C(C=O)C2)O)C(C)C)C(=CC(=C1C)[N+](=O)[O-])Br (5-(2,6-Dibromo-3-methyl-4-nitrophenoxy)-2-hydroxy-3-isopropylbenzaldehyde), 8D, C[Al](C)C (Me3Al), C1(=CC=CC=C1)C (toluene). Run in C(Cl)Cl (CH2Cl2). Reaction conditions: temperature 4 celsius, time 16 hour. Product: BrC1=C(OC2=CC(=C(C(=C2)C(C)C)O)C(C)O)C(=CC(=C1C)[N+](=O)[O-])Br (4-(2,6-dibromo-3-methyl-4-nitrophenoxy)-2-(1-hydroxyethyl)-6-isopropylphenol). The yield is 93.0%. As a reaction SMILES: [Br:1][C:2]1[C:20]([CH3:21])=[C:19]([N+:22]([O-:24])=[O:23])[CH:18]=[C:17]([Br:25])[C:3]=1[O:4][C:5]1[CH:6]=[C:7]([CH:14]([CH3:16])[CH3:15])[C:8]([OH:13])=[C:9]([CH:12]=1)[CH:10]=[O:11].[CH3:26][Al](C)C.C1(C)C=CC=CC=1>C(Cl)Cl>[Br:1][C:2]1[C:20]([CH3:21])=[C:19]([N+:22]([O-:24])=[O:23])[CH:18]=[C:17]([Br:25])[C:3]=1[O:4][C:5]1[CH:6]=[C:7]([CH:14]([CH3:15])[CH3:16])[C:8]([OH:13])=[C:9]([CH:10]([OH:11])[CH3:26])[CH:12]=1. Procedure: 5-(2,6-Dibromo-3-methyl-4-nitrophenoxy)-2-hydroxy-3-isopropylbenzaldehyde of Part 8D (210 mg, 0.44 mmol) was dissolved in CH2Cl2 (5 mL) and cooled to 4° C. Me3Al in toluene (0.355 mL, 0.67 mmol, 2N) was added to the mixture and the reaction was stirred for 16 hours at room temperature. The reaction mixture was quenched with ice water and extracted with EtOAc. The organic phase was washed with water and brine, dried over Na2SO4 and concentrated in vacuo. Filtration through a pad of silica gave 19... Reactants: O=C([O-])[O-], CO, Fc1ccc(S)cc1, [K+], [K+], CCC(CC)C(C)SC(C#C[Si](C)(C)C)=Nc1ccccc1. The product is CCC(CC)C(C)SC(C=CSc1ccc(F)cc1)=Nc1ccccc1. As a reaction SMILES: [C:23](=[O:24])([O-:25])[O-:26].[CH3:37][OH:38].[F:29][c:30]1[cH:31][cH:32][c:33]([SH:36])[cH:34][cH:35]1.[K+:27].[K+:28].[c:1]1([N:7]=[C:8]([C:9]#[C:10][Si:11]([CH3:12])([CH3:13])[CH3:14])[S:15][CH:16]([CH:17]([CH2:18][CH3:19])[CH2:20][CH3:21])[CH3:22])[cH:2][cH:3][cH:4][cH:5][cH:6]1>>[c:1]1([N:7]=[C:8]([CH:9]=[CH:10][S:36][c:33]2[cH:32][cH:31][c:30]([F:29])[cH:35][cH:34]2)[S:15][CH:16]([CH:17]([CH2:18][CH3:19])[CH2:20][CH3:21])[CH3:22])[cH:2][cH:3][cH:4][cH:5][cH:6]1. The reactants are IC1=CC=C(C=O)C=C1 (4-iodobenzaldehyde), N (ammonia), O (water), C[Si](C)(C)C#N (Trimethylsilyl cyanide). Run in CO (methanol), CC(C)[O-].CC(C)[O-].CC(C)[O-].CC(C)[O-].[Ti+4] (tetraisopropyl orthotitanate), CO (methanol). Run at time 3.5 hour. Product: NC(C#N)C1=CC=C(C=C1)I (amino(4-iodophenyl)acetonitrile). Reaction SMILES: [I:1][C:2]1[CH:9]=[CH:8][C:5]([CH:6]=O)=[CH:4][CH:3]=1.[NH3:10].C[Si]([C:15]#[N:16])(C)C.O>CO.CC([O-])C.CC([O-])C.CC([O-])C.CC([O-])C.[Ti+4]>[NH2:10][CH:6]([C:5]1[CH:8]=[CH:9][C:2]([I:1])=[CH:3][CH:4]=1)[C:15]#[N:16] |f:5.6.7.8.9|. Reported procedure: To a solution of 4-iodobenzaldehyde (10.4 g) in methanol (36 mL), tetraisopropyl orthotitanate (50.0 mL) and a solution (50 mL) of 8 mol/L ammonia in methanol were added and the mixture was stirred at room temperature for 3.5 hours. Trimethylsilyl cyanide (5.89 mL) was slowly added to the mixture, which was then stirred at the same temperature for 14 hours. Iced water was added to the reaction mixture, which was then filtered through Celite (registered trademark). The filtrate was concentrated u... The reactants are CON(C(=O)C=1N=CN(C1)C=1C=C(C=CC1)C1=C(C=CC=C1F)OC)C (1-(6′-Fluoro-2′-methoxy-biphenyl-3-yl)-1H-imidazole-4-carboxylic acid methoxy-methyl-amide), BrC1=NC=CC=C1 (2-bromopyridine). The product is FC1=CC=CC(=C1C1=CC(=CC=C1)N1C=NC(=C1)C(=O)C1=NC=CC=C1)OC ([1-(6′-Fluoro-2′-methoxy-biphenyl-3-yl)-1H-imidazol-4-yl]-pyridin-2-yl-methanone). Reaction SMILES: CON(C)[C:4]([C:6]1[N:7]=[CH:8][N:9]([C:11]2[CH:12]=[C:13]([C:17]3[C:22]([F:23])=[CH:21][CH:20]=[CH:19][C:18]=3[O:24][CH3:25])[CH:14]=[CH:15][CH:16]=2)[CH:10]=1)=[O:5].Br[C:28]1[CH:33]=[CH:32][CH:31]=[CH:30][N:29]=1>>[F:23][C:22]1[C:17]([C:13]2[CH:14]=[CH:15][CH:16]=[C:11]([N:9]3[CH:10]=[C:6]([C:4]([C:28]4[CH:33]=[CH:32][CH:31]=[CH:30][N:29]=4)=[O:5])[N:7]=[CH:8]3)[CH:12]=2)=[C:18]([O:24][CH3:25])[CH:19]=[CH:20][CH:21]=1. Reported procedure: This compound is prepared by method C using compound 12g and 2-bromopyridine The reactants are N1=C(C=CC2=CC=CC=C12)N1CC(C1)NC1=NC=CC=C1N (N2-(1-Quinolin-2-yl-azetidin-3-yl)-pyridine-2,3-diamine), COC(OC)(OC)OC (tetramethylorthocarbonate), C(CC)(=O)O (propionic acid). Run at temperature 90 celsius. Product: COC1=NC=2C(=NC=CC2)N1C1CN(C1)C1=NC2=CC=CC=C2C=C1 (2-(3-(2-methoxy-3H-imidazo[4,5-b]pyridin-3-yl)azetidin-1-yl)quinoline). Yield: 59.0%. As a reaction SMILES: [N:1]1[C:10]2[C:5](=[CH:6][CH:7]=[CH:8][CH:9]=2)[CH:4]=[CH:3][C:2]=1[N:11]1[CH2:14][CH:13]([NH:15][C:16]2[C:21]([NH2:22])=[CH:20][CH:19]=[CH:18][N:17]=2)[CH2:12]1.[CH3:23][O:24][C:25](OC)(OC)OC.C(O)(=O)CC>>[CH3:23][O:24][C:25]1[N:15]([CH:13]2[CH2:14][N:11]([C:2]3[CH:3]=[CH:4][C:5]4[C:10](=[CH:9][CH:8]=[CH:7][CH:6]=4)[N:1]=3)[CH2:12]2)[C:16]2=[N:17][CH:18]=[CH:19][CH:20]=[C:21]2[N:22]=1. Procedure: N2-(1-Quinolin-2-yl-azetidin-3-yl)-pyridine-2,3-diamine (150 mg, 0.51 mmol) was combined with tetramethylorthocarbonate (1 mL) and propionic acid (8 mg) and heated at 90° C. for 2 hours. After that, the reaction solution was concentrated under reduced pressure and the residue was purified by column chromatography on silica gel to give 2-(3-(2-methoxy-3H-imidazo[4,5-b]pyridin-3-yl)azetidin-1-yl)quinoline (100 mg, 0.30 mmol, 59% yield). M+1: 332. 1H NMR (CDCl3, 400 MHz): δ(ppm) 8.06-8.05 (m, 1 H);... Reactants: C(C1=CC=CC=C1)OC1=CC=C(C=C1)N1C(N(C=2C1=NC=C(C2)C)CC)=O (3-[4-(benzyloxy)phenyl]-1-ethyl-6-methyl-1,3-dihydro-2H-imidazo[4,5-b]pyridin-2-one). The reagents and catalysts are [Pd] (palladium on carbon). The solvent is CO (MeOH). Run at time 2 hour. Yields the product C(C)N1C(N(C2=NC=C(C=C21)C)C2=CC=C(C=C2)O)=O (1-ethyl-3-(4-hydroxyphenyl)-6-methyl-1,3-dihydro-2H-imidazo[4,5-b]pyridin-2-one). The yield is 98.1%. Reaction SMILES: C([O:8][C:9]1[CH:14]=[CH:13][C:12]([N:15]2[C:19]3=[N:20][CH:21]=[C:22]([CH3:24])[CH:23]=[C:18]3[N:17]([CH2:25][CH3:26])[C:16]2=[O:27])=[CH:11][CH:10]=1)C1C=CC=CC=1>[Pd].CO>[CH2:25]([N:17]1[C:18]2[C:19](=[N:20][CH:21]=[C:22]([CH3:24])[CH:23]=2)[N:15]([C:12]2[CH:13]=[CH:14][C:9]([OH:8])=[CH:10][CH:11]=2)[C:16]1=[O:27])[CH3:26]. Reported procedure: A mixture of 3-[4-(benzyloxy)phenyl]-1-ethyl-6-methyl-1,3-dihydro-2H-imidazo[4,5-b]pyridin-2-one (0.68 g) and 10% palladium on carbon (0.30 g) in MeOH (15 mL) was hydrogenated under balloon pressure at room temperature for 2 h. The catalyst was removed by filtration and the filtrate was concentrated in vacuo to give 1-ethyl-3-(4-hydroxyphenyl)-6-methyl-1,3-dihydro-2H-imidazo[4,5-b]pyridin-2-one (0.50 g) as a pale yellow solid.